From a dataset of the Open Reaction Database (ORD), a public repository of structured organic reaction records. describe an organic reaction: reactants, conditions, products, and yield Reactants: C(C1=CC=CC=C1)OC(=O)N[C@H]1[C@H](CN(CC1)C(=O)OCC)OC (ethyl (3S,4R)-4-{[(benzyloxy)carbonyl]amino}-3-methoxypiperidine-1-carboxylate), C(C1=CC=CC=C1)OC(=O)N[C@H]1[C@H](CN(CC1)C(=O)OCC)OC (ethyl (3S,4R)-4-{[(benzyloxy)carbonyl]amino}-3-methoxypiperidine-1-carboxylate). The reagents and catalysts are [Pd].C (Pd charcoal). Run in CO (MeOH), Cl (HCl). Reaction conditions: time 3 hour. The product is N[C@H]1[C@H](CN(CC1)C(=O)OCC)OC (ethyl (3S,4R)-4-amino-3-methoxypiperidine-1-carboxylate). Yield: 117.0%. Reaction SMILES: C(OC([NH:11][C@@H:12]1[CH2:17][CH2:16][N:15]([C:18]([O:20][CH2:21][CH3:22])=[O:19])[CH2:14][C@@H:13]1[O:23][CH3:24])=O)C1C=CC=CC=1>CO.Cl.[Pd].C>[NH2:11][C@@H:12]1[CH2:17][CH2:16][N:15]([C:18]([O:20][CH2:21][CH3:22])=[O:19])[CH2:14][C@@H:13]1[O:23][CH3:24] |f:3.4|. Procedure: ethyl (3S,4R)-4-{[(benzyloxy)carbonyl]amino}-3-methoxypiperidine-1-carboxylate (Intermediate 24; 3.98 g) was dissolved in MeOH (100 ml) and 1N HCl (50 ml). 10% Pd-charcoal (600 mg) was added, degassed and hydrogenolysed under an atmosphere of H2 gas at room temperature for 3 h. The catalyst was filtered through a bed of celite, concentrated in vacuo and lyophilized giving the title compound (2.8 g). MS (ES) MH+: 202 for C9H18N2O3. The reactants are C(CCCCCCCCCCCCCCCC)NC(O[C@@H]1[C@@H](OCCC1)COC(NCCCCCBr)=O)=O (cis-2-[N-(5-bromopentyl)carbamoyloxy]methyltetrahydropyran-3-yl N-heptadecylcarbamate), S1C=NC=C1 (thiazole). Product: [Br-].C(CCCCCCCCCCCCCCCC)NC(=O)O[C@@H]1[C@@H](OCCC1)COC(=O)NCCCCC[N+]1=CSC=C1 (3-{5-[(cis-3-Heptadecylcarbamoyloxytetrahydropyran-2-yl)methoxycarbonylamino]pentyl}thiazolium bromide). Reaction SMILES: [CH2:1]([NH:18][C:19](=[O:38])[O:20][C@H:21]1[CH2:26][CH2:25][CH2:24][O:23][C@H:22]1[CH2:27][O:28][C:29](=[O:37])[NH:30][CH2:31][CH2:32][CH2:33][CH2:34][CH2:35][Br:36])[CH2:2][CH2:3][CH2:4][CH2:5][CH2:6][CH2:7][CH2:8][CH2:9][CH2:10][CH2:11][CH2:12][CH2:13][CH2:14][CH2:15][CH2:16][CH3:17].[S:39]1[CH:43]=[CH:42][N:41]=[CH:40]1>>[Br-:36].[CH2:1]([NH:18][C:19]([O:20][C@H:21]1[CH2:26][CH2:25][CH2:24][O:23][C@H:22]1[CH2:27][O:28][C:29]([NH:30][CH2:31][CH2:32][CH2:33][CH2:34][CH2:35][N+:41]1[CH:42]=[CH:43][S:39][CH:40]=1)=[O:37])=[O:38])[CH2:2][CH2:3][CH2:4][CH2:5][CH2:6][CH2:7][CH2:8][CH2:9][CH2:10][CH2:11][CH2:12][CH2:13][CH2:14][CH2:15][CH2:16][CH3:17] |f:2.3|. Procedure: Following a procedure similar to that described in Example 4 but using 550.2 mg of dl-cis-2-[N-(5-bromopentyl)carbamoyloxy]methyltetrahydropyran-3-yl N-heptadecylcarbamate (prepared as described in Preparation 67) and 0.65 ml of thiazole, 526.9 mg of the title compound was obtained as a white powder, melting at 115°-120° C. Yields the product OCC1=C2N(C(C(=C1)NC1=CC(=NC=N1)NC(=O)C1CC1)=O)C1(NC2=O)CCCCC1 (N-(6-((8′-(hydroxymethyl)-1′,5′-dioxo-1′,5′-dihydro-2′H-spiro[cyclohexane-1,3′-imidazo[1,5-a]pyridin]-6′-yl)amino)pyrimidin-4-yl)cyclopropanecarboxamide). The reactants are C(=O)C1=C2N(C(C(=C1)NC1=CC(=NC=N1)NC(=O)C1CC1)=O)C1(NC2=O)CCCCC1 (N-(6-((8′-formyl-1′,5′-dioxo-1′,5′-dihydro-2′H-spiro[cyclohexane-1,3′-imidazo[1,5-a]pyridin]-6′-yl)amino)pyrimidin-4-yl)cyclopropanecarboxamide). Solvent: CO.O1CCCC1 (methanol tetrahydrofuran), [BH4-].[Na+] (sodium borohydride), O (water). As a reaction SMILES: [CH:1]([C:3]1[CH:8]=[C:7]([NH:9][C:10]2[N:15]=[CH:14][N:13]=[C:12]([NH:16][C:17]([CH:19]3[CH2:21][CH2:20]3)=[O:18])[CH:11]=2)[C:6](=[O:22])[N:5]2[C:23]3([CH2:31][CH2:30][CH2:29][CH2:28][CH2:27]3)[NH:24][C:25](=[O:26])[C:4]=12)=[O:2]>CO.O1CCCC1.[BH4-].[Na+].O>[OH:2][CH2:1][C:3]1[CH:8]=[C:7]([NH:9][C:10]2[N:15]=[CH:14][N:13]=[C:12]([NH:16][C:17]([CH:19]3[CH2:20][CH2:21]3)=[O:18])[CH:11]=2)[C:6](=[O:22])[N:5]2[C:23]3([CH2:31][CH2:30][CH2:29][CH2:28][CH2:27]3)[NH:24][C:25](=[O:26])[C:4]=12 |f:1.2,3.4|. Procedure: To a stirred solution of N-(6-((8′-formyl-1′,5′-dioxo-1′,5′-dihydro-2′H-spiro[cyclohexane-1,3′-imidazo[1,5-a]pyridin]-6′-yl)amino)pyrimidin-4-yl)cyclopropanecarboxamide (1.2 g, 2.85 mmol) in methanol/tetrahydrofuran (1:2, 30 mL), sodium borohydride was added portion wise at 0° C. The reaction mass was stirred at 0° C. for 2 h. After completion, the reaction mixture was diluted with water (100 mL) and the mixture was extracted with 10% methanol in dichloromethane (2×50 mL). The organics were then... Conditions: temperature 0 celsius, time 2 hour. Starting materials: O=CC(=O)O, CC(C)=O, Cc1cc(C)cc(C(N)=O)c1, O. Yields the product Cc1cc(C)cc(C(=O)NC(O)C(=O)O)c1. RXN SMILES: [C:13]([CH:14]=[O:15])(=[O:16])[OH:17].[CH3:18][C:19](=[O:20])[CH3:21].[CH3:1][c:2]1[cH:3][c:4]([C:5](=[O:6])[NH2:7])[cH:8][c:9]([CH3:11])[cH:10]1.[OH2:12]>>[CH3:1][c:2]1[cH:3][c:4]([C:5](=[O:6])[NH:7][CH:14]([C:13](=[O:16])[OH:17])[OH:15])[cH:8][c:9]([CH3:11])[cH:10]1. Starting materials: ClC1=C(C=CC=C1)N1N=C(C=C1C(=O)O)C(F)(F)F (2-(2-chlorophenyl)-5-trifluoromethyl-2H-pyrazole-3-carboxylic acid), CCN=C=NCCCN(C)C (EDCI), C(Cl)Cl (CH2Cl2). Reagents/catalysts: CN(C)C=1C=CN=CC1 (DMAP). Solvent: C(C)O (Ethanol). Yields the product C(C)OC(=O)C=1N(N=C(C1)C(F)(F)F)C1=C(C=CC=C1)Cl (2-(2-chlorophenyl)-5-trifluoromethyl-2H-pyrazole-3-carboxylic acid ethyl ester). Reaction SMILES: [Cl:1][C:2]1[CH:7]=[CH:6][CH:5]=[CH:4][C:3]=1[N:8]1[C:12]([C:13]([OH:15])=[O:14])=[CH:11][C:10]([C:16]([F:19])([F:18])[F:17])=[N:9]1.[CH3:20][CH2:21]N=C=NCCCN(C)C.C(Cl)Cl>CN(C1C=CN=CC=1)C.C(O)C>[CH2:20]([O:14][C:13]([C:12]1[N:8]([C:3]2[CH:4]=[CH:5][CH:6]=[CH:7][C:2]=2[Cl:1])[N:9]=[C:10]([C:16]([F:19])([F:17])[F:18])[CH:11]=1)=[O:15])[CH3:21]. Reported procedure: Into a 500 mL flask was weighed 11.5 g (39.6 mmol) of 2-(2-chlorophenyl)-5-trifluoromethyl-2H-pyrazole-3-carboxylic acid, 8.95 g (46.7 mmol) of EDCI, 530 mg (4.34 mmol) of DMAP, and 200 mL of CH2Cl2. Ethanol (8.6 mL) was then added to the stirred solution which was maintained at room temperature for 3 h. The reaction was then concentrated in vacuo to remove CH2Cl2. The residue was washed into a separatory funnel with ethyl acetate and 1.0 M sodium carbonate. The ethyl acetate was separated, wash... Reactants: C(C1=CC=CC=C1)OC(NC1=CC=C2C(C(=C(OC2=C1Br)C(C)C)C1=CC=C(C=C1)Cl)=O)=O ([8-bromo-3-(4-chlorophenyl)-2-isopropyl-4-oxo-4H-chromen-7-yl]carbamic acid benzyl ester), C([O-])([O-])=O.[Cs+].[Cs+] (cesium carbonate), C(C=C)Br (allyl bromide). Solvent: O (water), CN(C=O)C (N,N-dimethylformamide). Reaction conditions: time 4 hour. Yields the product C(C1=CC=CC=C1)OC(N(C1=CC=C2C(C(=C(OC2=C1Br)C(C)C)C1=CC=C(C=C1)Cl)=O)CC=C)=O (Allyl-[8-bromo-3-(4-chlorophenyl)-2-isopropyl-4-oxo-4H-chromen-7-yl]carbamic acid benzyl ester). As a reaction SMILES: [CH2:1]([O:8][C:9](=[O:33])[NH:10][C:11]1[C:20]([Br:21])=[C:19]2[C:14]([C:15](=[O:32])[C:16]([C:25]3[CH:30]=[CH:29][C:28]([Cl:31])=[CH:27][CH:26]=3)=[C:17]([CH:22]([CH3:24])[CH3:23])[O:18]2)=[CH:13][CH:12]=1)[C:2]1[CH:7]=[CH:6][CH:5]=[CH:4][CH:3]=1.C(=O)([O-])[O-].[Cs+].[Cs+].[CH2:40](Br)[CH:41]=[CH2:42]>CN(C)C=O.O>[CH2:1]([O:8][C:9](=[O:33])[N:10]([CH2:42][CH:41]=[CH2:40])[C:11]1[C:20]([Br:21])=[C:19]2[C:14]([C:15](=[O:32])[C:16]([C:25]3[CH:30]=[CH:29][C:28]([Cl:31])=[CH:27][CH:26]=3)=[C:17]([CH:22]([CH3:24])[CH3:23])[O:18]2)=[CH:13][CH:12]=1)[C:2]1[CH:7]=[CH:6][CH:5]=[CH:4][CH:3]=1 |f:1.2.3|. Procedure: A mixture of [8-bromo-3-(4-chlorophenyl)-2-isopropyl-4-oxo-4H-chromen-7-yl]carbamic acid benzyl ester (0.231 g, 0.44 mmol) and cesium carbonate (0.228 g, 0.701 mmol, 1.6 eq.) in N,N-dimethylformamide (10 ml) is treated with allyl bromide (0.058 g, 0.042 ml, 0.48 mmol, 1.1 eq.), and the mixture is stirred at room temperature for 4 h. The mixture is diluted with water and washed twice with ethyl acetate. The aqueous phase is additionally washed with methylene chloride. The combined organic phases ... Starting materials: Ethyl, ClC1N(C(C2=CC=CC=C12)=O)C1=NC2=NC(=CC=C2C=C1)Cl (3-chloro-2-(7-chloro-1,8-naphthyridin-2-yl)-1-isoindolinone), CC(C(CC(=O)OCC)=O)C (ethyl 4-methyl-3-oxopentanoate), [H-].[Na+] (sodium hydride). Yields the product ClC1=CC=C2C=CC(=NC2=N1)N1C(C2=CC=CC=C2C1=O)C(C(=O)OCC)C(C(C)C)=O (ethyl 2-[2-(7-chloro-1, 8-naphthyridin-2-yl)-3-oxo-1-isoindolinyl]-4-methyl-3-oxopentanoate). Isolated yield 77.5%. Reaction SMILES: [CH3:1][CH:2]([CH3:11])[C:3](=[O:10])[CH2:4][C:5]([O:7][CH2:8][CH3:9])=[O:6].[H-].[Na+].Cl[CH:15]1[C:23]2[C:18](=[CH:19][CH:20]=[CH:21][CH:22]=2)[C:17](=[O:24])[N:16]1[C:25]1[CH:34]=[CH:33][C:32]2[C:27](=[N:28][C:29]([Cl:35])=[CH:30][CH:31]=2)[N:26]=1>>[Cl:35][C:29]1[N:28]=[C:27]2[C:32]([CH:33]=[CH:34][C:25]([N:16]3[C:17](=[O:24])[C:18]4[C:23](=[CH:22][CH:21]=[CH:20][CH:19]=4)[CH:15]3[CH:4]([C:3](=[O:10])[CH:2]([CH3:1])[CH3:11])[C:5]([O:7][CH2:8][CH3:9])=[O:6])=[N:26]2)=[CH:31][CH:30]=1 |f:1.2|. Reported procedure: Ethyl 2-[2-(7-chloro-1,8-naphthyridin-2-yl)-4-methyl-3-oxopentanoate may be prepared by working in a manner similar to that described in Example 23, but starting with ethyl 4-methyl-3-oxopentanoate (4.7 g), an oily suspension (50% by weight; 1.2 g) of sodium hydride and 3-chloro-2-(7-chloro-1,8-naphthyridin-2-yl)-1-isoindolinone (6.6 g). After recrystallization in diisopropyl ether, ethyl 2-[2-(7-chloro-1, 8-naphthyridin-2-yl)-3-oxo-1-isoindolinyl]-4-methyl-3-oxopentanoate (7 g), m.p. 146° C., i...